The task is: describe an organic reaction: reactants, conditions, products, and yield. This data is from the Open Reaction Database (ORD), a public repository of structured organic reaction records. Starting materials: CCCCCCCNC(=O)N(CC)c1cccc(Br)c1, CN(C)C=O, O=Cc1ccc(B(O)O)cc1, [K+], [K+], [K+], O, O=P([O-])([O-])[O-], c1ccc(P(c2ccccc2)(c2ccccc2)[Pd](P(c2ccccc2)(c2ccccc2)c2ccccc2)(P(c2ccccc2)(c2ccccc2)c2ccccc2)P(c2ccccc2)(c2ccccc2)c2ccccc2)cc1. The product is CCCCCCCNC(=O)N(CC)c1cccc(-c2ccc(C=O)cc2)c1. As a reaction SMILES: [Br:1][c:2]1[cH:3][c:4]([N:8]([C:9](=[O:10])[NH:11][CH2:12][CH2:13][CH2:14][CH2:15][CH2:16][CH2:17][CH3:18])[CH2:19][CH3:20])[cH:5][cH:6][cH:7]1.[CH3:32][N:33]([CH3:34])[CH:35]=[O:36].[CH:21](=[O:22])[c:23]1[cH:24][cH:25][c:26]([B:29]([OH:30])[OH:31])[cH:27][cH:28]1.[K+:42].[K+:43].[K+:44].[OH2:122].[P:37]([O-:38])([O-:39])([O-:40])=[O:41].[cH:45]1[cH:46][cH:47][c:48]([P:49]([Pd:50]([P:51]([c:52]2[cH:53][cH:54][cH:55][cH:56][cH:57]2)([c:58]2[cH:59][cH:60][cH:61][cH:62][cH:63]2)[c:64]2[cH:65][cH:66][cH:67][cH:68][cH:69]2)([P:70]([c:71]2[cH:72][cH:73][cH:74][cH:75][cH:76]2)([c:77]2[cH:78][cH:79][cH:80][cH:81][cH:82]2)[c:83]2[cH:84][cH:85][cH:86][cH:87][cH:88]2)[P:89]([c:90]2[cH:91][cH:92][cH:93][cH:94][cH:95]2)([c:96]2[cH:97][cH:98][cH:99][cH:100][cH:101]2)[c:102]2[cH:103][cH:104][cH:105][cH:106][cH:107]2)([c:108]2[cH:109][cH:110][cH:111][cH:112][cH:113]2)[c:114]2[cH:115][cH:116][cH:117][cH:118][cH:119]2)[cH:120][cH:121]1>>[c:2]1(-[c:26]2[cH:25][cH:24][c:23]([CH:21]=[O:22])[cH:28][cH:27]2)[cH:3][c:4]([N:8]([C:9](=[O:10])[NH:11][CH2:12][CH2:13][CH2:14][CH2:15][CH2:16][CH2:17][CH3:18])[CH2:19][CH3:20])[cH:5][cH:6][cH:7]1. Reactants: BrC1=C(C=C(C=C1)O)F (4-bromo-3-fluorophenol), COC(C1=CC(=CC=C1)CBr)=O (3-bromomethylbenzoic acid methyl ester), C([O-])([O-])=O.[K+].[K+] (potassium carbonate). Procedure details: A mixture of 4-bromo-3-fluorophenol (18.34 g, 96 mmol), 3-bromomethylbenzoic acid methyl ester (20 g, 87.3 mmol), potassium carbonate (13.3 g, 96 mmol), and acetone (300 mL) was heated to reflux overnight, followed by cooling to room temperature and filtered. The filtrate was evaporated. The solid was washed with water and cold MeOH to give 3-(4-bromo-3-fluoro-phenoxymethyl)-benzoic acid methyl ester, 28 g (72%). LC-MS (ES) calculated for C15H12BrFO3, 338; obsd 339 [M+H]+. As a reaction SMILES: [Br:1][C:2]1[CH:7]=[CH:6][C:5]([OH:8])=[CH:4][C:3]=1[F:9].[CH3:10][O:11][C:12](=[O:21])[C:13]1[CH:18]=[CH:17][CH:16]=[C:15]([CH2:19]Br)[CH:14]=1.C(=O)([O-])[O-].[K+].[K+]>CC(C)=O>[CH3:10][O:11][C:12](=[O:21])[C:13]1[CH:18]=[CH:17][CH:16]=[C:15]([CH2:19][O:8][C:5]2[CH:6]=[CH:7][C:2]([Br:1])=[C:3]([F:9])[CH:4]=2)[CH:14]=1 |f:2.3.4|. Run in CC(=O)C (acetone). Yields the product COC(C1=CC(=CC=C1)COC1=CC(=C(C=C1)Br)F)=O (3-(4-bromo-3-fluoro-phenoxymethyl)-benzoic acid methyl ester). Reactants: C(#N)C1=NN(C=C1C(C#CC(OCC)OCC)O)C1=C(C=C(C=C1Cl)C(F)(F)F)Cl (3-cyano-1-(2,6-dichloro-4-trifluoromethylphenyl)-4-(4,4-diethoxy-1-hydroxybut-2-ynyl)pyrazole), Br (hydrobromic acid), O (water), CCOCC (ether). Solvent: O1CCOCC1 (dioxane). The product is BrC1=C(OC=C1)C=1C(=NN(C1)C1=C(C=C(C=C1Cl)C(F)(F)F)Cl)C#N (4-(3-Bromofuran-2-yl)-3-cyano-1-(2,6-dichloro-4-trifluoromethylphenyl) pyrazole). As a reaction SMILES: [C:1]([C:3]1[C:7]([CH:8]([OH:18])[C:9]#[C:10][CH:11](OCC)OCC)=[CH:6][N:5]([C:19]2[C:24]([Cl:25])=[CH:23][C:22]([C:26]([F:29])([F:28])[F:27])=[CH:21][C:20]=2[Cl:30])[N:4]=1)#[N:2].[BrH:31].O.CCOCC>O1CCOCC1>[Br:31][C:9]1[CH:10]=[CH:11][O:18][C:8]=1[C:7]1[C:3]([C:1]#[N:2])=[N:4][N:5]([C:19]2[C:24]([Cl:25])=[CH:23][C:22]([C:26]([F:27])([F:28])[F:29])=[CH:21][C:20]=2[Cl:30])[CH:6]=1. Procedure details: To a stirred solution of 3-cyano-1-(2,6-dichloro-4-trifluoromethylphenyl)-4-(4,4-diethoxy-1-hydroxybut-2-ynyl)pyrazole (0.04 g) in dioxane (1 ml) was added dropwise at room temperature hydrobromic acid (0.04 g). After 30 minutes the reaction mixture was poured into water (10 ml) and ether (10 ml). The organic layer was separated, dried (MgSO4) and evaporated. Recrystallisation from ether/hexane gave the title compound as a pale brown solid, m.p. 99-101° C. The reactants are C1(CCC2CCCC3=CC=CC1=C23)N2CCC3(C(CCN3C3=CC=CC=C3)O)CC2 (8-(2,3,3a,4,5,6-hexahydro-1H-phenalen-1-yl)-1-phenyl-1,8-diaza-spiro[4.5]decan-4-ol), C(\C=C\C(=O)[O-])(=O)[O-] (fumarate), C(\C=C\C(=O)O)(=O)O (fumaric acid). Run in C(C)OCC (diethyl ether). Product: C(\C=C\C(=O)O)(=O)O.C1(CCC2CCCC3=CC=CC1=C23)N2CCC3(C(CCN3C3=CC=CC=C3)=O)CC2 ((1RS,3aRS)-8-(2,3,3a,4,5,6-Hexahydro-1H-phenalen-1-yl)-1-phenyl-1,8-diaza-spiro[4.5]decan-4-one fumarate). As a reaction SMILES: [CH:1]1([N:14]2[CH2:30][CH2:29][C:17]3([N:21]([C:22]4[CH:27]=[CH:26][CH:25]=[CH:24][CH:23]=4)[CH2:20][CH2:19][CH:18]3[OH:28])[CH2:16][CH2:15]2)[C:12]2=[C:13]3[C:8](=[CH:9][CH:10]=[CH:11]2)[CH2:7][CH2:6][CH2:5][CH:4]3[CH2:3][CH2:2]1.[C:31]([O-:38])(=[O:37])/[CH:32]=[CH:33]/[C:34]([O-:36])=[O:35].C(O)(=O)/C=C/C(O)=O>C(OCC)C>[C:31]([OH:38])(=[O:37])/[CH:32]=[CH:33]/[C:34]([OH:36])=[O:35].[CH:1]1([N:14]2[CH2:30][CH2:29][C:17]3([N:21]([C:22]4[CH:23]=[CH:24][CH:25]=[CH:26][CH:27]=4)[CH2:20][CH2:19][C:18]3=[O:28])[CH2:16][CH2:15]2)[C:12]2=[C:13]3[C:8](=[CH:9][CH:10]=[CH:11]2)[CH2:7][CH2:6][CH2:5][CH:4]3[CH2:3][CH2:2]1 |f:4.5|. Procedure details: Oxidation of 8-(2,3,3a,4,5,6-hexahydro-1H-phenalen-1-yl)-1-phenyl-1,8-diaza-spiro[4.5]decan-4-ol (mixture of diastereoisomers) according to the general method of example 20 and formation of the fumarate with fumaric acid in diethyl ether yielded the title compound, pale brown solid, m.p. 144° C. and MS: m/e=401.5 (M+H+). The reactants are [OH-].[Na+] (NaOH), [H-].[Al+3].[Li+].[H-].[H-].[H-] (lithium aluminum hydride), [H-].[Al+3].[Li+].[H-].[H-].[H-] (lithium aluminum hydride), [H-].[Al+3].[Li+].[H-].[H-].[H-] (lithium aluminum hydride), FC1=CC=C(CN2C(COCC2)=C[N+](=O)[O-])C=C1 (4-(p-fluorobenzyl)-3-nitromethylidenemorpholine), C([O-])([O-])=O.[K+].[K+] (potassium carbonate). The solvent is O (water), O (Water), C1CCOC1 (THF). Product: NCC1N(CCOC1)CC1=CC=C(C=C1)F (3-aminomethy-4-(p-fluorobenzyl)morpholine). Yield: 92.9%. Reaction SMILES: [H-].[Al+3].[Li+].[H-].[H-].[H-].[F:7][C:8]1[CH:24]=[CH:23][C:11]([CH2:12][N:13]2[CH2:18][CH2:17][O:16][CH2:15][C:14]2=[CH:19][N+:20]([O-])=O)=[CH:10][CH:9]=1.[OH-].[Na+].C(=O)([O-])[O-].[K+].[K+]>O.C1COCC1>[NH2:20][CH2:19][CH:14]1[CH2:15][O:16][CH2:17][CH2:18][N:13]1[CH2:12][C:11]1[CH:23]=[CH:24][C:8]([F:7])=[CH:9][CH:10]=1 |f:0.1.2.3.4.5,7.8,9.10.11|. Procedure details: To THF (200 ml) was added a small amount of lithium aluminum hydride, the solvent was dried, lithium aluminum hydride (2.0 g, 53 mmol) was suspended and the mixture was stirred at room temperature. Crystals of 4-(p-fluorobenzyl)-3-nitromethylidenemorpholine (6.58 g, 26.1 mmol) was added gradually and the mixture was stirred at room temperature. A further amount of lithium aluminum hydride (1.3 g, 34 mmol) was added and the mixture was stirred for one hour. Water (3.3 ml), 40% aqueous NaOH (3.3 m... Reactants: C1(=CC=CC=C1)C (toluene), ClC1=NC=CC(=N1)C1=C(N=C(S1)N1CCOCC1)C=1C(=C(C=CC1)NS(=O)(=O)C1=COC=C1)F (N-{3-[5-(2-chloro-4-pyrimidinyl)-2-(4-morpholinyl)-1,3-thiazol-4-yl]-2-fluorophenyl}-3-furansulfonamide), C[Zn]C (dimethyl zinc). Yields the product FC1=C(C=CC=C1C=1N=C(SC1C1=NC(=NC=C1)C)N1CCOCC1)NS(=O)(=O)C1=COC=C1 (N-{2-fluoro-3-[5-(2-methyl-4-pyrimidinyl)-2-(4-morpholinyl)-1,3-thiazol-4-yl]phenyl}-3-furansulfonamide), solid. Yield: 49.0%. As a reaction SMILES: Cl[C:2]1[N:7]=[C:6]([C:8]2[S:12][C:11]([N:13]3[CH2:18][CH2:17][O:16][CH2:15][CH2:14]3)=[N:10][C:9]=2[C:19]2[C:20]([F:34])=[C:21]([NH:25][S:26]([C:29]3[CH:33]=[CH:32][O:31][CH:30]=3)(=[O:28])=[O:27])[CH:22]=[CH:23][CH:24]=2)[CH:5]=[CH:4][N:3]=1.[CH3:35][Zn]C.C1(C)C=CC=CC=1>>[F:34][C:20]1[C:19]([C:9]2[N:10]=[C:11]([N:13]3[CH2:18][CH2:17][O:16][CH2:15][CH2:14]3)[S:12][C:8]=2[C:6]2[CH:5]=[CH:4][N:3]=[C:2]([CH3:35])[N:7]=2)=[CH:24][CH:23]=[CH:22][C:21]=1[NH:25][S:26]([C:29]1[CH:33]=[CH:32][O:31][CH:30]=1)(=[O:28])=[O:27]. Procedure: Following a procedure analogous to the procedure described in Example 25 using N-{3-[5-(2-chloro-4-pyrimidinyl)-2-(4-morpholinyl)-1,3-thiazol-4-yl]-2-fluorophenyl}-3-furansulfonamide (100 mg, 0.192 mmol) and dimethyl zinc in toluene (0.192 mL, 0.383 mmol), the title compound was obtained as a solid (50 mg, 49% yield). MS (ESI): 502 [M+H]+. Reactants: [Cl-].[Al+3].[Cl-].[Cl-] (aluminum chloride), ClC=1C(=C(C(=C2C1C(=O)OC2=O)Cl)Cl)Cl (tetrachlorophthalic anhydride), C(CCCCCCC)N1C(=CC2=CC=CC=C12)C (1-n-octyl-2-methylindole). Product: ClC=1C=C(C(=O)O)C(=C(C1Cl)Cl)Cl (3,4,5,6-tetrachlorobenzoic acid), Formula VIII. As a reaction SMILES: [Cl:1][C:2]1[C:3]([Cl:15])=[C:4]([Cl:14])[C:5]([Cl:13])=[C:6]2[C:11](=[O:12])[O:10]C(=O)[C:7]=12.C(N1C2C(=CC=CC=2)C=C1C)CCCCCCC.[Cl-].[Al+3].[Cl-].[Cl-]>>[Cl:1][C:2]1[CH:7]=[C:6]([C:5]([Cl:13])=[C:4]([Cl:14])[C:3]=1[Cl:15])[C:11]([OH:12])=[O:10] |f:2.3.4.5|. Procedure: Proceeding in the same manner as that described in part A of Example 6 above, 14.3 g (0.05 mole) of tetrachlorophthalic anhydride, 16.0 g (0.052 mole) of 76.5 percent active 1-n-octyl-2-methylindole and 13.3 g (0.10 mole) of aluminum chloride were interacted to obtain 2-[(1-n-octyl-2-methyl-3-indolyl)carbonyl[-3,4,5,6-tetrachlorobenzoic acid (Formula VIII: R°=R1 =R2 =R3 =Cl; R5 =CH3 ; R6 =(CH2)7CH3 ; Y1 =H), a pale orange solid melting at 132°-134° C. The infrared spectrum, showing a maximum at ...